Task: describe an organic reaction: reactants, conditions, products, and yield. Dataset: the Open Reaction Database (ORD), a public repository of structured organic reaction records Starting materials: CCCC[N+](CCCC)(CCCC)CCCC, Cc1ccccc1, [Cl-], ClCC=CCCl, [Na+], [OH-], Cc1ccc(S(N)(=O)=O)cc1. Yields the product Cc1ccc(S(=O)(=O)N2CC=CC2)cc1. Reaction SMILES: [CH2:21]([N+:22]([CH2:23][CH2:24][CH2:25][CH3:26])([CH2:27][CH2:28][CH2:29][CH3:30])[CH2:31][CH2:32][CH2:33][CH3:34])[CH2:35][CH2:36][CH3:37].[CH3:38][c:39]1[cH:40][cH:41][cH:42][cH:43][cH:44]1.[Cl-:20].[Cl:14][CH2:15][CH:16]=[CH:17][CH2:18][Cl:19].[Na+:13].[OH-:12].[c:1]1([CH3:11])[cH:2][cH:3][c:4]([S:7](=[O:8])(=[O:9])[NH2:10])[cH:5][cH:6]1>>[c:1]1([CH3:11])[cH:2][cH:3][c:4]([S:7](=[O:8])(=[O:9])[N:10]2[CH2:15][CH:16]=[CH:17][CH2:18]2)[cH:5][cH:6]1.